Dataset: the Open Reaction Database (ORD), a public repository of structured organic reaction records. Task: describe an organic reaction: reactants, conditions, products, and yield Isolated yield 34.0%. Procedure details: A solution of N-(p-chloro-a-cyanobenzyl)-2,2,2-trifluoro-N-methylacetamide (13.8 g, 0.05 mol) in toluene is treated with 2-chloroacrylonitrile (4.4 g, 0.05 mol) and methanesulfonic acid (4.8 g, 0.05 mol), heated at 110° C. for 4 hours, treated with a second portion of 2-chloroacrylonitrile (4.4 g, 0.05 mol) and methanesulfonic acid (4.8 g, 0.05 mol), heated at 110° C. for 12 hours, cooled and treated with ethyl acetate and water. The phases are separated and the organic phase is washed with wate... Reaction conditions: temperature 110 celsius. The reactants are ClC1=CC=C(C(C#N)N(C(C(F)(F)F)=O)C)C=C1 (N-(p-chloro-a-cyanobenzyl)-2,2,2-trifluoro-N-methylacetamide), ClC(C#N)=C (2-chloroacrylonitrile), CS(=O)(=O)O (methanesulfonic acid), C(C)(=O)OCC (ethyl acetate), ClC(C#N)=C (2-chloroacrylonitrile), CS(=O)(=O)O (methanesulfonic acid). Product: ClC1=CC=C(C=C1)C=1N(C(=CC1C#N)C(F)(F)F)C (p-Chlorophenyl-1-methyl-5-(trifluoromethyl) pyrrole-3-carbonitrile). RXN SMILES: [Cl:1][C:2]1[CH:18]=[CH:17][C:5]([CH:6]([N:9]([CH3:16])[C:10](=O)[C:11]([F:14])([F:13])[F:12])[C:7]#N)=[CH:4][CH:3]=1.ClC(=C)[C:21]#[N:22].[CH3:24]S(O)(=O)=O.C(OCC)(=O)C>C1(C)C=CC=CC=1.O>[Cl:1][C:2]1[CH:3]=[CH:4][C:5]([C:6]2[N:9]([CH3:16])[C:10]([C:11]([F:12])([F:13])[F:14])=[CH:24][C:7]=2[C:21]#[N:22])=[CH:17][CH:18]=1. The solvent is C1(=CC=CC=C1)C (toluene), O (water). The reactants are [OH-].[Na+] (sodium hydroxide), C(C)OC(\C=C\C1=CC(=CC=C1)NC=1C2=C(N=CN1)OC(=C2C2=CC=C(C=C2)OC)C2=CC=CC=C2)=O ((2E)-3-(3-{[5-(4-methoxyphenyl)-6-phenylfuro[2,3-d]pyrimidin-4-yl]amino}phenyl)acrylic acid ethyl ester), Cl (hydrochloric acid). Run in C1CCOC1 (THF). Run at temperature 50 celsius, time 8 hour. The product is COC1=CC=C(C=C1)C1=C(OC=2N=CN=C(C21)NC=2C=C(C=CC2)/C=C/C(=O)O)C2=CC=CC=C2 ((2E)-3-(3-{[5-(4-Methoxyphenyl)-6-phenylfuro[2,3-d]pyrimidin-4-yl]amino}phenyl)acrylic acid). Reaction SMILES: [OH-].[Na+].C([O:5][C:6](=[O:39])/[CH:7]=[CH:8]/[C:9]1[CH:14]=[CH:13][CH:12]=[C:11]([NH:15][C:16]2[C:17]3[C:24]([C:25]4[CH:30]=[CH:29][C:28]([O:31][CH3:32])=[CH:27][CH:26]=4)=[C:23]([C:33]4[CH:38]=[CH:37][CH:36]=[CH:35][CH:34]=4)[O:22][C:18]=3[N:19]=[CH:20][N:21]=2)[CH:10]=1)C.Cl>C1COCC1>[CH3:32][O:31][C:28]1[CH:27]=[CH:26][C:25]([C:24]2[C:17]3[C:16]([NH:15][C:11]4[CH:10]=[C:9](/[CH:8]=[CH:7]/[C:6]([OH:39])=[O:5])[CH:14]=[CH:13][CH:12]=4)=[N:21][CH:20]=[N:19][C:18]=3[O:22][C:23]=2[C:33]2[CH:38]=[CH:37][CH:36]=[CH:35][CH:34]=2)=[CH:30][CH:29]=1 |f:0.1|. Procedure: Add 0.73 ml of 1N sodium hydroxide solution dropwise to a mixture of 120 mg (0.244 mmol) of (2E)-3-(3-{[5-(4-methoxyphenyl)-6-phenylfuro[2,3-d]pyrimidin-4-yl]amino}phenyl)acrylic acid ethyl ester in 2 ml of THF. Stir the mixture at 50° C. overnight, then cool and acidify with 1N hydrochloric acid. Filter off the precipitated solid with suction, wash repeatedly with water and dry at 50° C. under high vacuum overnight. 106 mg (93.7% of theory) of the target compound are obtained as a colourless so...